This data is from the Open Reaction Database (ORD), a public repository of structured organic reaction records. The task is: describe an organic reaction: reactants, conditions, products, and yield The reactants are COC(C1=CC(=C(C=C1)Br)C)=O (3-methyl-4-bromobenzoic acid methyl ester), COC1=C(C=CC=C1)B(O)O (2-methoxyphenyl boronic acid), C([O-])([O-])=O.[Na+].[Na+] (sodium carbonate). The reagents and catalysts are [Pd].C1(=CC=CC=C1)P(C1=CC=CC=C1)C1=CC=CC=C1.C1(=CC=CC=C1)P(C1=CC=CC=C1)C1=CC=CC=C1.C1(=CC=CC=C1)P(C1=CC=CC=C1)C1=CC=CC=C1.C1(=CC=CC=C1)P(C1=CC=CC=C1)C1=CC=CC=C1 (tetrakis(triphenylphosphine) palladium(0)). Run in C1(=CC=CC=C1)C (toluene). Reaction conditions: temperature 100 celsius. Yields the product COC(=O)C1=CC(=C(C=C1)C1=C(C=CC=C1)OC)C ((2-Methyl-2′-methoxy-[1,1′-biphenyl]-4-yl)carboxylic acid methyl ester). Yield: 89.7%. RXN SMILES: [CH3:1][O:2][C:3](=[O:12])[C:4]1[CH:9]=[CH:8][C:7](Br)=[C:6]([CH3:11])[CH:5]=1.[CH3:13][O:14][C:15]1[CH:20]=[CH:19][CH:18]=[CH:17][C:16]=1B(O)O.C(=O)([O-])[O-].[Na+].[Na+]>C1(C)C=CC=CC=1.[Pd].C1(P(C2C=CC=CC=2)C2C=CC=CC=2)C=CC=CC=1.C1(P(C2C=CC=CC=2)C2C=CC=CC=2)C=CC=CC=1.C1(P(C2C=CC=CC=2)C2C=CC=CC=2)C=CC=CC=1.C1(P(C2C=CC=CC=2)C2C=CC=CC=2)C=CC=CC=1>[CH3:1][O:2][C:3]([C:4]1[CH:9]=[CH:8][C:7]([C:16]2[CH:17]=[CH:18][CH:19]=[CH:20][C:15]=2[O:14][CH3:13])=[C:6]([CH3:11])[CH:5]=1)=[O:12] |f:2.3.4,6.7.8.9.10|. Reported procedure: A mixture of 3-methyl-4-bromobenzoic acid methyl ester (2.0 g, 8.7 mmol), 2-methoxyphenyl boronic acid (1.32 g, 8.7 mmol) and sodium carbonate (4.1 g, 38.7 mmol) in toluene:ethanol:water (50 mL:25 mL: 25 mL) was purged with nitrogen for 1 hour. After addition of the tetrakis(triphenylphosphine) palladium(0) catalyst (0.50 g, 0.43 mmol), the reaction mixture was heated at 100° C. overnight. After cooling, the reaction was filtered through Celite® and the cake washed with ethyl acetate. The organi... The reactants are C(C)(C)(C)N(C(=O)C1=NC(=C(C=C1)N1CC(C1)(F)F)OCC1CC1)CC(=O)O ({tert-Butyl-[6-cyclopropylmethoxy-5-(3,3-difluoro-azetidin-1-yl)-pyridine-2-carbonyl]-amino}-acetic acid), solution, CN (methanamine), CN(C)C(=[N+](C)C)ON1C2=C(C=CC=C2)N=N1.[B-](F)(F)(F)F (TBTU), CCN(C(C)C)C(C)C (DIEA). Solvent: CO (MeOH). Yields the product C(C)(C)(C)N(C(=O)C1=NC(=C(C=C1)N1CC(C1)(F)F)OCC1CC1)CC(NC)=O (6-Cyclopropylmethoxy-5-(3,3-difluoro-azetidin-1-yl)-pyridine-2-carboxylic acid tert-butyl-methylcarbamoylmethyl-amide). Reaction SMILES: [C:1]([N:5]([CH2:25][C:26]([OH:28])=O)[C:6]([C:8]1[CH:13]=[CH:12][C:11]([N:14]2[CH2:17][C:16]([F:19])([F:18])[CH2:15]2)=[C:10]([O:20][CH2:21][CH:22]2[CH2:24][CH2:23]2)[N:9]=1)=[O:7])([CH3:4])([CH3:3])[CH3:2].CN.[CH3:31][N:32](C(ON1N=NC2C=CC=CC1=2)=[N+](C)C)C.[B-](F)(F)(F)F.CCN(C(C)C)C(C)C>CO>[C:1]([N:5]([CH2:25][C:26](=[O:28])[NH:32][CH3:31])[C:6]([C:8]1[CH:13]=[CH:12][C:11]([N:14]2[CH2:17][C:16]([F:18])([F:19])[CH2:15]2)=[C:10]([O:20][CH2:21][CH:22]2[CH2:23][CH2:24]2)[N:9]=1)=[O:7])([CH3:3])([CH3:2])[CH3:4] |f:2.3|. Procedure: In analogy to the procedure described in Example 47 b), {tert-butyl-[6-cyclopropylmethoxy-5-(3,3-difluoro-azetidin-1-yl)-pyridine-2-carbonyl]-amino}-acetic acid (Example 24) was reacted with a 2 M solution of methanamine (CAN 74-89-5) in MeOH in the presence of TBTU and DIEA to obtain the title compound as colorless oil; MS (EI): m/e=411.5 [MH+]. Starting materials: N (ammonia), C(#N)CC(=O)OCC (ethyl cyanoacetate), S(O)(O)(=O)=O (sulfuric acid), N(=O)[O-].[Na+] (sodium nitrite), C([O-])([O-])=O.[K+].[K+] (potassium carbonate), S(=O)(=O)(OC)OC (dimethyl sulfate). The solvent is O (water), O (water), O (water). Run at time 1 hour. Product: C(#N)C(C(=O)N)=NOC (2-cyano-2-methoxyimino-acetamide). Yield: 136.9%. Reaction SMILES: [NH3:1].[C:2]([CH2:4]C(OCC)=O)#[N:3].[N:10]([O-])=O.[Na+].S(=O)(=O)(O)O.[C:19](=[O:22])([O-])[O-].[K+].[K+].S([O:30][CH3:31])(OC)(=O)=O>O>[C:4]([C:2](=[N:3][O:22][CH3:19])[C:31]([NH2:10])=[O:30])#[N:1] |f:2.3,5.6.7|. Procedure details: To a solution of an aqueous concentrated ammonia (64.5 g, 1.07 mol) in water (28.7 ml), ethyl cyanoacetate (100 g, 0.89 mol) was added dropwise at -5° C. under ice-cooling. After completion of the reaction, the mixture was concentrated under reduced pressure. A solution of sodium nitrite (73.3 g, 1.06 mol) in water (151 g) was added to the residue. The mixture was maintained at an internal temperature of 38° to 48° C., to which 62.5% sulfuric acid (76.3 g, 0.49 mol) was added dropwise. After com... Reactants: O1C=CC2=C1C=CC(=C2)S(=O)(=O)N (5-benzofuransulfonamide), ClC1=CC=C(C=C1)N=C=O (4-chlorophenylisocyanate). The product is O.ClC1=CC=C(C=C1)NC(=O)NS(=O)(=O)C=1C=CC2=C(C=CO2)C1.ClC1=CC=C(C=C1)NC(=O)NS(=O)(=O)C=1C=CC2=C(C=CO2)C1 (N-[[(4-chlorophenyl)amino]carbonyl]-5-benzofuransulfonamide hemihydrate). RXN SMILES: [O:1]1[C:5]2[CH:6]=[CH:7][C:8]([S:10]([NH2:13])(=[O:12])=[O:11])=[CH:9][C:4]=2[CH:3]=[CH:2]1.[Cl:14][C:15]1[CH:20]=[CH:19][C:18]([N:21]=[C:22]=[O:23])=[CH:17][CH:16]=1>>[OH2:1].[Cl:14][C:15]1[CH:20]=[CH:19][C:18]([NH:21][C:22]([NH:13][S:10]([C:8]2[CH:7]=[CH:6][C:5]3[O:1][CH:2]=[CH:3][C:4]=3[CH:9]=2)(=[O:11])=[O:12])=[O:23])=[CH:17][CH:16]=1.[Cl:14][C:15]1[CH:20]=[CH:19][C:18]([NH:21][C:22]([NH:13][S:10]([C:8]2[CH:7]=[CH:6][C:5]3[O:1][CH:2]=[CH:3][C:4]=3[CH:9]=2)(=[O:11])=[O:12])=[O:23])=[CH:17][CH:16]=1 |f:2.3.4|. Procedure: To a solution of 5-bromobenzofuran (4.7 g, 23.8 mmol),dissolved in 100 mL of anhydrous tetrahydrofuran at -78° C. under a nitrogen atmosphere, was added 15.0 mL of a 1.6 M hexanes solution of n-butyllithium (23.8 mmol). The reaction was warmed to 0° C. and stirred for 15 minutes. Sulfur dioxide gas was bubbled through this mixture for 20 minutes at 0° C. and the reaction concentrated under vacuum. The residue was dissolved in 250 mL of water. To this solution were added 15.6 g (190 mmol) of sodi... Reactants: CC(C)(C)c1ccc(CCC(O)CC2CCCCC2)cc1NC(=O)CC1c2ccccc2Oc2ccccc21, O=C(O)CSCC(=O)OCc1ccccc1. The product is CC(C)(C)c1ccc(CCC(CC2CCCCC2)OC(=O)CSCC(=O)OCc2ccccc2)cc1NC(=O)CC1c2ccccc2Oc2ccccc21. As a reaction SMILES: [C:1]([CH3:2])([CH3:3])([CH3:4])[c:5]1[c:6]([NH:22][C:23]([CH2:24][CH:25]2[c:26]3[cH:27][cH:28][cH:29][cH:30][c:31]3[O:32][c:33]3[cH:34][cH:35][cH:36][cH:37][c:38]32)=[O:39])[cH:7][c:8]([CH2:11][CH2:12][CH:13]([CH2:14][CH:15]2[CH2:16][CH2:17][CH2:18][CH2:19][CH2:20]2)[OH:21])[cH:9][cH:10]1.[CH2:40]([c:41]1[cH:42][cH:43][cH:44][cH:45][cH:46]1)[O:47][C:48](=[O:49])[CH2:50][S:51][CH2:52][C:53](=[O:54])[OH:55]>>[C:1]([CH3:2])([CH3:3])([CH3:4])[c:5]1[c:6]([NH:22][C:23]([CH2:24][CH:25]2[c:26]3[cH:27][cH:28][cH:29][cH:30][c:31]3[O:32][c:33]3[cH:34][cH:35][cH:36][cH:37][c:38]32)=[O:39])[cH:7][c:8]([CH2:11][CH2:12][CH:13]([CH2:14][CH:15]2[CH2:16][CH2:17][CH2:18][CH2:19][CH2:20]2)[O:21][C:53]([CH2:52][S:51][CH2:50][C:48]([O:47][CH2:40][c:41]2[cH:42][cH:43][cH:44][cH:45][cH:46]2)=[O:49])=[O:54])[cH:9][cH:10]1. Reactants: C1CCOC1 (THF), N1[C@H](C(=O)OCC2=CC=CC=C2)CCC1.Cl (H-Pro-OBzl.HCl), C=1C=CC2=C(C1)N=NN2O (HOBT), N([C@@H](COCC1=CC=CC=C1)C(=O)O)C(=O)OC(C)(C)C (BOC-Ser(Bzl)-OH). The solvent is CN(C)C=O (DMF). Conditions: temperature 0 celsius, time 1 hour. The product is N([C@@H](COCC1=CC=CC=C1)C(=O)N1[C@H](C(=O)OCC2=CC=CC=C2)CCC1)C(=O)OC(C)(C)C (BOC-Ser(Bzl)-Pro-OBzl), material. Yield: 100.0%. As a reaction SMILES: C1COCC1.[NH:6]1[CH2:20][CH2:19][CH2:18][C@H:7]1[C:8]([O:10][CH2:11][C:12]1[CH:17]=[CH:16][CH:15]=[CH:14][CH:13]=1)=[O:9].Cl.C1C=CC2N(O)N=NC=2C=1.[NH:32]([C:46]([O:48][C:49]([CH3:52])([CH3:51])[CH3:50])=[O:47])[C@H:33]([C:43](O)=[O:44])[CH2:34][O:35][CH2:36][C:37]1[CH:42]=[CH:41][CH:40]=[CH:39][CH:38]=1>CN(C=O)C>[NH:32]([C:46]([O:48][C:49]([CH3:52])([CH3:51])[CH3:50])=[O:47])[C@H:33]([C:43]([N:6]1[CH2:20][CH2:19][CH2:18][C@H:7]1[C:8]([O:10][CH2:11][C:12]1[CH:13]=[CH:14][CH:15]=[CH:16][CH:17]=1)=[O:9])=[O:44])[CH2:34][O:35][CH2:36][C:37]1[CH:42]=[CH:41][CH:40]=[CH:39][CH:38]=1 |f:1.2|. Reported procedure: THF (100 ml, H-Pro-OBzl.HCl (31.5 g, 0.13 M) and HOBT (17.5 g, 0.13 M) were added to BOC-Ser(Bzl)-OH (35.4 g, 0.12 M), and then DMF (50 ml) was added thereto to prepare a solution. WSCI (24.8 ml) was added dropwise and stirred at 0° C. for one hour and then at room temperature overnight. The solvent was distilled off in vacuo and benzene was added to the residue, which was then washed three times with 5% sodium bicarbonate solution, three times with 1 N HCl and three times with water, in that or...